From a dataset of the Open Reaction Database (ORD), a public repository of structured organic reaction records. describe an organic reaction: reactants, conditions, products, and yield Reactants: CCCCCC=1C=C(C(=C(C1)O)[C@@H]2C=C(CC[C@H]2C(=C)C)C)O (cannabidiol), [Si](C)(C)(C(C)(C)C)OCC(=O)O ((t-butyldimethylsilyloxy)acetic acid), acid, C1(CCCCC1)N=C=NC1CCCCC1 (N,N′-dicyclohexylcarbodiimide), C1(CCCCC1)N=C=NC1CCCCC1 (N,N′-dicyclohexylcarbodiimide). The reagents and catalysts are CN(C1=CC=NC=C1)C (4-dimethylaminopyridine). Solvent: CCCCCC (hexane), ClCCl (dichloromethane). Reaction conditions: time 1 hour. Product: CCCCCC=1C=C(C(=C(C1)O)[C@@H]2C=C(CC[C@H]2C(=C)C)C)O.[Si](C)(C)(C(C)(C)C)OCC(=O)[O-] (cannabidiol (t-butyldimethylsilyloxy)acetate). As a reaction SMILES: [CH3:1][CH2:2][CH2:3][CH2:4][CH2:5][C:6]1[CH:7]=[C:8]([OH:23])[C:9]([C@H:13]2[C@H:18]([C:19]([CH3:21])=[CH2:20])[CH2:17][CH2:16][C:15]([CH3:22])=[CH:14]2)=[C:10]([OH:12])[CH:11]=1.[Si:24]([O:31][CH2:32][C:33]([OH:35])=[O:34])([C:27]([CH3:30])([CH3:29])[CH3:28])([CH3:26])[CH3:25].C1(N=C=NC2CCCCC2)CCCCC1>ClCCl.CN(C)C1C=CN=CC=1.CCCCCC>[CH3:1][CH2:2][CH2:3][CH2:4][CH2:5][C:6]1[CH:11]=[C:10]([OH:12])[C:9]([C@H:13]2[C@H:18]([C:19]([CH3:21])=[CH2:20])[CH2:17][CH2:16][C:15]([CH3:22])=[CH:14]2)=[C:8]([OH:23])[CH:7]=1.[Si:24]([O:31][CH2:32][C:33]([O-:35])=[O:34])([C:27]([CH3:30])([CH3:29])[CH3:28])([CH3:26])[CH3:25] |f:6.7|. Procedure details: To a stirred solution of cannabidiol (125.8 mg, 0.4 mmol) and (t-butyldimethylsilyloxy)acetic acid (112.9 mg, 0.51 mmol) in dry dichloromethane (1 mL) was added of 4-dimethylaminopyridine (6.2 mg, 0.03 mmol) followed by N,N′-dicyclohexylcarbodiimide (123.8 mg, 0.6 mmol). The mixture was stirred at ambient temperature for 1 h. Additional amounts of the acid (26.6 mg) and N,N′-dicyclohexylcarbodiimide (31 mg) were added and stirring was continued for 1 h. Mixture was diluted with hexane (2 mL), fi... Reactants: NC1=NC=C(C=C1)Br (2-amino-5-bromopyridine), C1(=CC=CC=C1)S(=O)(=O)C(=COCC)S(=O)(=O)C1=CC=CC=C1 (1,1-bis(phenylsulphonyl)-2-ethoxyethene). RXN SMILES: [NH2:1][C:2]1[CH:7]=[CH:6][C:5]([Br:8])=[CH:4][N:3]=1.[C:9]1([S:15]([C:18]([S:23]([C:26]2[CH:31]=[CH:30][CH:29]=[CH:28][CH:27]=2)(=[O:25])=[O:24])=[CH:19]OCC)(=[O:17])=[O:16])[CH:14]=[CH:13][CH:12]=[CH:11][CH:10]=1>C1(C)C=CC=CC=1>[C:9]1([S:15]([C:18]([S:23]([C:26]2[CH:27]=[CH:28][CH:29]=[CH:30][CH:31]=2)(=[O:25])=[O:24])=[CH:19][NH:1][C:2]2[CH:7]=[CH:6][C:5]([Br:8])=[CH:4][N:3]=2)(=[O:16])=[O:17])[CH:10]=[CH:11][CH:12]=[CH:13][CH:14]=1. Run in C1(=CC=CC=C1)C (toluene). Procedure details: A mixture of 2-amino-5-bromopyridine (38 g) and 1,1-bis(phenylsulphonyl)-2-ethoxyethene [70 g; prepared as described by Stetter et al, Monatshefte fur Chemie, 103, 1262-1270 (1972)] in toluene (1 liter) was slowly distilled during a period of 2 hours, maintaining the volume approximately constant by the gradual addition of further toluene to replace the liquid removed by the distillation. The mixture was then concentrated under vacuum and the residue was recrystallised twice from a mixture of ch... Isolated yield 84.0%. The product is C1(=CC=CC=C1)S(=O)(=O)C(=CNC1=NC=C(C=C1)Br)S(=O)(=O)C1=CC=CC=C1 (1,1-bis(phenylsulphonyl)-2-(5-bromopyrid-2-ylamino)ethene).